From a dataset of the Open Reaction Database (ORD), a public repository of structured organic reaction records. describe an organic reaction: reactants, conditions, products, and yield Reactants: [H][H] (hydrogen), 64, ClC1=CC2=C(N(C(N2)=O)C2CCN(CC2)CCCNC2=C(C=CC=C2)[N+](=O)[O-])C=C1 (5-chloro-1,3-dihydro-1-{1-[3-(2-nitrophenylamino)propyl]-4-piperidinyl}-2H-benzimidazol-2-one), CO (methanol). Reagents/catalysts: [Ni] (Raney-nickel). The solvent is O1CCCC1 (tetrahydrofuran). Yields the product 42, NC1=C(C=CC=C1)NCCCN1CCC(CC1)N1C(NC2=C1C=CC(=C2)Cl)=O (1-[1-{3-[N-(2-aminophenyl)amino]propyl}-4-piperidinyl]-5-chloro-1,3-dihydro-2H-benzimidazol-2-one). The yield is 70.5%. RXN SMILES: [Cl:1][C:2]1[CH:30]=[CH:29][C:5]2[N:6]([CH:10]3[CH2:15][CH2:14][N:13]([CH2:16][CH2:17][CH2:18][NH:19][C:20]4[CH:25]=[CH:24][CH:23]=[CH:22][C:21]=4[N+:26]([O-])=O)[CH2:12][CH2:11]3)[C:7](=[O:9])[NH:8][C:4]=2[CH:3]=1.CO.[H][H]>[Ni].O1CCCC1>[NH2:26][C:21]1[CH:22]=[CH:23][CH:24]=[CH:25][C:20]=1[NH:19][CH2:18][CH2:17][CH2:16][N:13]1[CH2:12][CH2:11][CH:10]([N:6]2[C:5]3[CH:29]=[CH:30][C:2]([Cl:1])=[CH:3][C:4]=3[NH:8][C:7]2=[O:9])[CH2:15][CH2:14]1. Reported procedure: A mixture of 64 parts of 5-chloro-1,3-dihydro-1-{1-[3-(2-nitrophenylamino)propyl]-4-piperidinyl}-2H-benzimidazol-2-one in 200 parts of methanol and 225 parts of tetrahydrofuran is hydrogenated at normal pressure and at room temperature with 10 parts of Raney-nickel catalyst. After the calculated amount of hydrogen is taken up, the catalyst is filtered off over hyflo and the filtrate is evaporated. The residue is crystallized from a mixture of 2-propanol and ethanol. The product is filtered off a... Procedure: An ice water chilled solution of 5-methoxycarbonyl-1-[4-(4-methyl-1-piperazinyl)-2-butynyl]-2-pyrrolidinone (5.02 g) in sieve dried methanol (150 ml) was treated with anhydrous ammonia for fifteen minutes and was allowed to stand at ambient temperture overnight. The solution was concentrated to an amber oil. Solvent: CO (methanol). Yields the product O.O.CN1CCN(CC1)CC#CCN1C(CCC1=O)C(=O)N (1-[4-(4-Methyl-1-piperazinyl)-2-butynyl]-5-oxo-2-pyrrolidine carboxamide dihydrate). Run at time 8 hour. Reactants: ice water, COC(=O)C1CCC(N1CC#CCN1CCN(CC1)C)=O (5-methoxycarbonyl-1-[4-(4-methyl-1-piperazinyl)-2-butynyl]-2-pyrrolidinone), N (ammonia). Reaction SMILES: C[O:2][C:3]([CH:5]1[N:9]([CH2:10][C:11]#[C:12][CH2:13][N:14]2[CH2:19][CH2:18][N:17]([CH3:20])[CH2:16][CH2:15]2)[C:8](=[O:21])[CH2:7][CH2:6]1)=O.[NH3:22]>CO>[OH2:2].[OH2:2].[CH3:20][N:17]1[CH2:18][CH2:19][N:14]([CH2:13][C:12]#[C:11][CH2:10][N:9]2[C:8](=[O:21])[CH2:7][CH2:6][CH:5]2[C:3]([NH2:22])=[O:2])[CH2:15][CH2:16]1 |f:3.4.5|. Starting materials: O=C(O)CCCCCCCCCCBr, CC(C)=O, [I-], [Na+], O. Yields the product O=C(O)CCCCCCCCCCI. Reaction SMILES: [Br:1][CH2:2][CH2:3][CH2:4][CH2:5][CH2:6][CH2:7][CH2:8][CH2:9][CH2:10][CH2:11][C:12](=[O:13])[OH:14].[CH3:17][C:18](=[O:19])[CH3:20].[I-:16].[Na+:15].[OH2:21]>>[CH2:2]([CH2:3][CH2:4][CH2:5][CH2:6][CH2:7][CH2:8][CH2:9][CH2:10][CH2:11][C:12](=[O:13])[OH:14])[I:16]. Reactants: NC(=O)CCC(=O)NBr, CC(=O)O, N#Cc1c(O)c2c(-c3ccc(C#CCCCO)cc3)csc2[nH]c1=O. Product: N#Cc1c(O)c2c(-c3ccc(C#CCCCO)cc3)c(Br)sc2[nH]c1=O. RXN SMILES: [Br:26][NH:27][C:28](=[O:29])[CH2:30][CH2:31][C:32]([NH2:33])=[O:34].[CH3:35][C:36](=[O:37])[OH:38].[OH:1][c:2]1[c:3]2[c:4]([nH:5][c:6](=[O:10])[c:7]1[C:8]#[N:9])[s:11][cH:12][c:13]2-[c:14]1[cH:15][cH:16][c:17]([C:20]#[C:21][CH2:22][CH2:23][CH2:24][OH:25])[cH:18][cH:19]1>>[OH:1][c:2]1[c:3]2[c:4]([nH:5][c:6](=[O:10])[c:7]1[C:8]#[N:9])[s:11][c:12]([Br:26])[c:13]2-[c:14]1[cH:15][cH:16][c:17]([C:20]#[C:21][CH2:22][CH2:23][CH2:24][OH:25])[cH:18][cH:19]1. The reactants are Cc1cn(C2OC(CO)C(O)C2F)c(=O)[nH]c1=O, [K+], [K+], [K+], [K+], [K+], [N-]=[N+]=[N-], CCOc1nc(N)nc2nc[nH]c12, [OH-], O=P([O-])([O-])[O-]. Yields the product CCOc1nc(N)nc2c1ncn2C1OC(CO)C(O)C1F. Reaction SMILES: [F:14][CH:15]1[CH:16]([n:23]2[cH:24][c:25]([CH3:26])[c:27](=[O:28])[nH:29][c:30]2=[O:31])[O:17][CH:18]([CH2:21][OH:22])[CH:19]1[OH:20].[K+:35].[K+:37].[K+:43].[K+:44].[K+:45].[N-:32]=[N+:33]=[N-:34].[NH2:1][c:2]1[n:3][c:4]([O:11][CH2:12][CH3:13])[c:5]2[nH:6][cH:7][n:8][c:9]2[n:10]1.[OH-:36].[P:38]([O-:39])([O-:40])([O-:41])=[O:42]>>[NH2:1][c:2]1[n:3][c:4]([O:11][CH2:12][CH3:13])[c:5]2[n:6][cH:7][n:8]([CH:16]3[CH:15]([F:14])[CH:19]([OH:20])[CH:18]([CH2:21][OH:22])[O:17]3)[c:9]2[n:10]1. The reactants are O (water), C(C)(=O)NCCC1=CC(OC)=C(OC)C=C1 (N-acetylhomoveratrylamin), [H-].[Al+3].[Li+].[H-].[H-].[H-] (lithium aluminum hydride). Solvent: O1CCCC1 (THF), O1CCCC1 (THF), O1CCCC1 (tetrahydrofuran), C(C)(=O)OCC (ethyl acetate). The product is C(C)NCCC1=CC(OC)=C(OC)C=C1 (N-ethyl-homoveratrylamine). RXN SMILES: [H-].[Al+3].[Li+].[H-].[H-].[H-].[C:7]([NH:10][CH2:11][CH2:12][C:13]1[CH:22]=[CH:21][C:18]([O:19][CH3:20])=[C:15]([O:16][CH3:17])[CH:14]=1)(=O)[CH3:8].O>O1CCCC1.C(OCC)(=O)C>[CH2:7]([NH:10][CH2:11][CH2:12][C:13]1[CH:22]=[CH:21][C:18]([O:19][CH3:20])=[C:15]([O:16][CH3:17])[CH:14]=1)[CH3:8] |f:0.1.2.3.4.5|. Procedure details: To a suspension of 0.98 g of lithium aluminum hydride in 50 ml of dried tetrahydrofuran (THF), a solution of 3 g of N-acetylhomoveratrylamin in 25 ml of THF was added dropwise with stirring. After heating for 3 hours under reflux, the reaction mixture was cooled with ice and gradually added dropwise under violent stirring with a solvent mixture composed of 10 ml of water and 10 ml of THF. Insoluble matter was filtered off and the filtrate was concentrated. The residue obtained was dissolved in 5... Procedure: To a solution of 1-cyclopropyl-3-[3-(5-morpholin-4-ylmethyl-1H-benzoimidazol-2-yl)-1H-pyrazol-4-yl]-urea free base (394 mg) in MeOH-EtOAc was added 1 equivalent of methanesulfonic acid (67 μl). A solid was formed which was collected by filtration, washing with EtOAc. The solid was dissolved in the minimum amount of hot MeOH, allowed to cool and then triturated with Et2O. The solid was left to stand for 72 h and then collected by filtration, washing with MeOH, to give 1-cyclopropyl-3-[3-(5-morpho... Solvent: CO.CCOC(=O)C (MeOH EtOAc). As a reaction SMILES: [CH:1]1([NH:4][C:5]([NH:7][C:8]2[C:9]([C:13]3[NH:17][C:16]4[CH:18]=[CH:19][C:20]([CH2:22][N:23]5[CH2:28][CH2:27][O:26][CH2:25][CH2:24]5)=[CH:21][C:15]=4[N:14]=3)=[N:10][NH:11][CH:12]=2)=[O:6])[CH2:3][CH2:2]1.[CH3:29][S:30]([OH:33])(=[O:32])=[O:31]>CO.CCOC(C)=O>[CH3:29][S:30]([OH:33])(=[O:32])=[O:31].[CH:1]1([NH:4][C:5]([NH:7][C:8]2[C:9]([C:13]3[NH:17][C:16]4[CH:18]=[CH:19][C:20]([CH2:22][N:23]5[CH2:24][CH2:25][O:26][CH2:27][CH2:28]5)=[CH:21][C:15]=4[N:14]=3)=[N:10][NH:11][CH:12]=2)=[O:6])[CH2:3][CH2:2]1 |f:2.3,4.5|. Conditions: time 72 hour. The reactants are C1(CC1)NC(=O)NC=1C(=NNC1)C1=NC2=C(N1)C=CC(=C2)CN2CCOCC2 (1-cyclopropyl-3-[3-(5-morpholin-4-ylmethyl-1H-benzoimidazol-2-yl)-1H-pyrazol-4-yl]-urea), CS(=O)(=O)O (methanesulfonic acid). Product: CS(=O)(=O)O.C1(CC1)NC(=O)NC=1C(=NNC1)C1=NC2=C(N1)C=CC(=C2)CN2CCOCC2 (1-cyclopropyl-3-[3-(5-morpholin-4-ylmethyl-1H-benzoimidazol-2-yl)-1H-pyrazol-4-yl]-urea methanesulfonate salt). Starting materials: [Cl-].[NH4+] (ammonium chloride), resultant mixture, [Cl-].[NH4+] (ammonium chloride), C[Mg]Br (Methylmagnesium bromide), C1(=CC=CC=C1)N1C(=NC=2C=NC=CC21)C=O (1-phenyl-1H-imidazo[4,5-c]pyridine-2-carbaldehyde), C[Mg]Br (methyl magnesium bromide), C[Mg]Br (methyl magnesium bromide). The solvent is C1CCOC1 (THF). Reaction conditions: temperature -78 celsius, time 2 hour. Yields the product C1(=CC=CC=C1)N1C(=NC=2C=NC=CC21)C(C)O (1-(1-Phenyl-1H-imidazo[4,5-c]pyridin-2-yl)ethanol). Isolated yield 47.3%. As a reaction SMILES: [CH3:1][Mg]Br.[C:4]1([N:10]2[C:18]3[CH:17]=[CH:16][N:15]=[CH:14][C:13]=3[N:12]=[C:11]2[CH:19]=[O:20])[CH:9]=[CH:8][CH:7]=[CH:6][CH:5]=1.[Cl-].[NH4+]>C1COCC1>[C:4]1([N:10]2[C:18]3[CH:17]=[CH:16][N:15]=[CH:14][C:13]=3[N:12]=[C:11]2[CH:19]([OH:20])[CH3:1])[CH:5]=[CH:6][CH:7]=[CH:8][CH:9]=1 |f:2.3|. Procedure: Methylmagnesium bromide (3.0M in diethyl ether, 2.1 mL, 6.36 mmol) was added to a stirred solution of 1-phenyl-1H-imidazo[4,5-c]pyridine-2-carbaldehyde (0.71 g, 3.18 mmol) in THF (25 mL) at −78° C. under nitrogen. The resulting mixture was stirred at −78° C. for 2 h then at −10° C. for 20 minutes, then re-cooled to −78° C. and additional methyl magnesium bromide (3.0M in diethyl ether, 1 mL, 3.00 mmol) added. The resultant mixture was stirred at −10° C. for 30 minutes then poured into saturated ... Reactants: O (water), CrO3, C1(CCCCC1)CCCCCCCCCCCCO (12-cyclohexyldodecanol). Solvent: S(O)(O)(=O)=O (sulfuric acid), CC(=O)C (acetone). The product is C1(CCCCC1)CCCCCCCCCCCC(=O)O (12-cyclohexyldodecanoic acid). Isolated yield 58.7%. As a reaction SMILES: [OH2:1].[CH:2]1([CH2:8][CH2:9][CH2:10][CH2:11][CH2:12][CH2:13][CH2:14][CH2:15][CH2:16][CH2:17][CH2:18][CH2:19][OH:20])[CH2:7][CH2:6][CH2:5][CH2:4][CH2:3]1>S(=O)(=O)(O)O.CC(C)=O>[CH:2]1([CH2:8][CH2:9][CH2:10][CH2:11][CH2:12][CH2:13][CH2:14][CH2:15][CH2:16][CH2:17][CH2:18][C:19]([OH:1])=[O:20])[CH2:7][CH2:6][CH2:5][CH2:4][CH2:3]1. Reported procedure: CrO3 (VI) (3.204 g, 32.04 mM) was dissolved in sulfuric acid (2.76 ml), followed by stirring for a time, and then water (4.8 ml) was added to yield a solution. This solution was added drop by drop to a solution of 12-cyclohexyldodecanol (5.36 g, 20 mM) in acetone (300 ml) under ice cooling conditions, followed by stirring for 1 hour. To the mixture, iso-prapanol (about 2 ml) was added and then concentrated to dryness under reduced pressure. To the resulting residue, water (50 ml) and chloroform ... Reactants: COC(NC(C(C)C)C(=O)N1C(CCC1)C=1NC(=CN1)C1=CC=C(C=C1)C#C)=O ((1-{2-[5-(4-Ethynyl-phenyl)-1H-imidazol-2-yl]-pyrrolidine-1-carbonyl}-2-methyl-propyl)-carbamic acid methyl ester), COC(NC(C(C)C)C(=O)N1C(CCC1)C=1NC(=CN1)C1=CC=C(C=C1)Br)=O ((1-{2-[5-(4-bromo-phenyl)-1H-imidazol-2-yl]-pyrrolidine-1-carbonyl}-2-methyl-propyl)-carbamic acid methyl ester), COC(NC(C(C)C)C(=O)N1C(CCC1)C=1NC(=CN1)C1=CC=C(C=C1)Br)=O ((1-{2-[5-(4-bromo-phenyl)-1H-imidazol-2-yl]-pyrrolidine-1-carbonyl}-2-methyl-propyl)-carbamic acid methyl ester). Product: COC(NC(C(C)C)C(=O)N1CC2(CC2)CC1C=1NC(=CN1)C1=CC=C(C=C1)C#C)=O ((1-{6-[5-(4-Ethynyl-phenyl)-1H-imidazol-2-yl]-5-aza-spiro[2.4]heptane-5-carbonyl}-2-methyl-propyl)-carbamic acid methyl ester). RXN SMILES: [CH3:1][O:2][C:3](=[O:29])[NH:4][CH:5]([C:9]([N:11]1[CH2:15][CH2:14][CH2:13][CH:12]1[C:16]1[NH:17][C:18]([C:21]2[CH:26]=[CH:25][C:24]([C:27]#[CH:28])=[CH:23][CH:22]=2)=[CH:19][N:20]=1)=[O:10])[CH:6]([CH3:8])[CH3:7].COC(=O)N[CH:34](C(N1CCCC1C1NC(C2C=CC(Br)=CC=2)=CN=1)=O)[CH:35](C)C>>[CH3:1][O:2][C:3](=[O:29])[NH:4][CH:5]([C:9]([N:11]1[CH:12]([C:16]2[NH:17][C:18]([C:21]3[CH:26]=[CH:25][C:24]([C:27]#[CH:28])=[CH:23][CH:22]=3)=[CH:19][N:20]=2)[CH2:13][C:14]2([CH2:35][CH2:34]2)[CH2:15]1)=[O:10])[CH:6]([CH3:8])[CH3:7]. Reported procedure: Title compound was prepared according to the method employed to prepare (1-{2-[5-(4-Ethynyl-phenyl)-1H-imidazol-2-yl]-pyrrolidine-1-carbonyl}-2-methyl-propyl)-carbamic acid methyl ester from (1-{2-[5-(4-bromo-phenyl)-1H-imidazol-2-yl]-pyrrolidine-1-carbonyl}-2-methyl-propyl)-carbamic acid methyl ester (Example AY), substituting (1-{6-[5-(4-Bromo-phenyl)-1H-imidazol-2-yl]-5-aza-spiro[2.4]heptane-5-carbonyl}-2-methyl-propyl)-carbamic acid methyl ester for (1-{2-[5-(4-bromo-phenyl)-1H-imidazol-2-yl...